Dataset: the Open Reaction Database (ORD), a public repository of structured organic reaction records. Task: describe an organic reaction: reactants, conditions, products, and yield Reactants: COc1cc2nccc(Oc3ccc([N+](=O)[O-])cn3)c2cc1C(N)=O, CCO, [Cl-], [Fe], [NH4+]. Yields the product COc1cc2nccc(Oc3ccc(N)cn3)c2cc1C(N)=O. Reaction SMILES: [CH3:1][O:2][c:3]1[c:4]([C:23](=[O:24])[NH2:25])[cH:5][c:6]2[c:7]([O:13][c:14]3[n:15][cH:16][c:17]([N+:20]([O-:21])=[O:22])[cH:18][cH:19]3)[cH:8][cH:9][n:10][c:11]2[cH:12]1.[CH3:28][CH2:29][OH:30].[Cl-:26].[Fe:31].[NH4+:27]>>[CH3:1][O:2][c:3]1[c:4]([C:23](=[O:24])[NH2:25])[cH:5][c:6]2[c:7]([O:13][c:14]3[n:15][cH:16][c:17]([NH2:20])[cH:18][cH:19]3)[cH:8][cH:9][n:10][c:11]2[cH:12]1. Reactants: Brc1ccc(Br)nc1, Cc1ccccc1, CCOC(C)=O, [K+], C1COCCOCCOCCOCCOCCO1, [OH-], O, OCCN1CCCC1. The product is Brc1ccc(OCCN2CCCC2)nc1. As a reaction SMILES: [Br:1][c:2]1[n:3][cH:4][c:5]([Br:8])[cH:6][cH:7]1.[CH3:37][c:38]1[cH:39][cH:40][cH:41][cH:42][cH:43]1.[CH3:44][CH2:45][O:46][C:47]([CH3:48])=[O:49].[K+:10].[O:19]1[CH2:20][CH2:21][O:22][CH2:23][CH2:24][O:25][CH2:26][CH2:27][O:28][CH2:29][CH2:30][O:31][CH2:32][CH2:33][O:34][CH2:35][CH2:36]1.[OH-:9].[OH2:50].[OH:11][CH2:12][CH2:13][N:14]1[CH2:15][CH2:16][CH2:17][CH2:18]1>>[c:2]1([O:11][CH2:12][CH2:13][N:14]2[CH2:15][CH2:16][CH2:17][CH2:18]2)[n:3][cH:4][c:5]([Br:8])[cH:6][cH:7]1. Starting materials: C(C)N(C(C1=C(C=CC=C1)Cl)=O)CC (N,N-Diethyl-2-chlorobenzamide), Cl[Si](CC)(CC)CC (chlorotriethylsilane). Yields the product C(C)N(C(C1=C(C=CC=C1[Si](CC)(CC)CC)Cl)=O)CC (N,N-Diethyl-2-chloro-6-(triethylsilyl)benzamide). RXN SMILES: [CH2:1]([N:3]([CH2:13][CH3:14])[C:4](=[O:12])[C:5]1[CH:10]=[CH:9][CH:8]=[CH:7][C:6]=1[Cl:11])[CH3:2].Cl[Si:16]([CH2:21][CH3:22])([CH2:19][CH3:20])[CH2:17][CH3:18]>>[CH2:13]([N:3]([CH2:1][CH3:2])[C:4](=[O:12])[C:5]1[C:10]([Si:16]([CH2:21][CH3:22])([CH2:19][CH3:20])[CH2:17][CH3:18])=[CH:9][CH:8]=[CH:7][C:6]=1[Cl:11])[CH3:14]. Procedure: The title compound was prepared according to General Method A from the compound of Example e and 1.4 eq chlorotriethylsilane. Purification by HPLC with 1:19 ethyl acetate/hexanes gave 6.0 g of the desired product as a clear oil, a 92% yield. As a reaction SMILES: [Cl:1][c:2]1[cH:3][c:4]([CH2:37][OH:38])[cH:5][n:6][c:7]1[N:8]1[CH2:9][CH:10]([CH3:36])[N:11]([c:14]2[n:15][c:16]3[c:17]([nH:18]2)[c:19](-[c:27]2[cH:28][c:29]([F:35])[c:30]([F:34])[c:31]([F:33])[cH:32]2)[cH:20][c:21]([C:23]([F:24])([F:25])[F:26])[cH:22]3)[CH2:12][CH2:13]1.[O:39]=[Mn:40]=[O:41]>>[Cl:1][c:2]1[cH:3][c:4]([CH:37]=[O:38])[cH:5][n:6][c:7]1[N:8]1[CH2:9][CH:10]([CH3:36])[N:11]([c:14]2[n:15][c:16]3[c:17]([nH:18]2)[c:19](-[c:27]2[cH:28][c:29]([F:35])[c:30]([F:34])[c:31]([F:33])[cH:32]2)[cH:20][c:21]([C:23]([F:24])([F:25])[F:26])[cH:22]3)[CH2:12][CH2:13]1. Reactants: CC1CN(c2ncc(CO)cc2Cl)CCN1c1nc2cc(C(F)(F)F)cc(-c3cc(F)c(F)c(F)c3)c2[nH]1, O=[Mn]=O. The product is CC1CN(c2ncc(C=O)cc2Cl)CCN1c1nc2cc(C(F)(F)F)cc(-c3cc(F)c(F)c(F)c3)c2[nH]1. The reactants are C(C)(C)(C)OC(NC1=C(C=C(C=C1)C1=C(C=CC=C1)F)N)=O ((3-amino-2′-fluoro-biphenyl-4-yl)-carbamic acid tert.-butyl ester), C(C)(C)(C)OC(CC(=O)C1=CC(=CC=C1)N1C(=NC=C1)C)=O (3-[3-(2-methyl-imidazol-1-yl)-phenyl]-3-oxo-propionic acid tert.-butyl ester). The product is C(C)(C)(C)OC(NC1=C(C=C(C=C1)C1=C(C=CC=C1)F)NC(CC(=O)C1=CC(=CC=C1)N1C(=NC=C1)C)=O)=O ((2′-Fluoro-3-{3-[3-(2-methyl-imidazol-1-yl)-phenyl]-3-oxo-propionylamino}-biphenyl-4-yl)-carbamic acid tert.-butyl ester). As a reaction SMILES: [C:1]([O:5][C:6](=[O:22])[NH:7][C:8]1[CH:13]=[CH:12][C:11]([C:14]2[CH:19]=[CH:18][CH:17]=[CH:16][C:15]=2[F:20])=[CH:10][C:9]=1[NH2:21])([CH3:4])([CH3:3])[CH3:2].C([O:27][C:28](=O)[CH2:29][C:30]([C:32]1[CH:37]=[CH:36][CH:35]=[C:34]([N:38]2[CH:42]=[CH:41][N:40]=[C:39]2[CH3:43])[CH:33]=1)=[O:31])(C)(C)C>>[C:1]([O:5][C:6](=[O:22])[NH:7][C:8]1[CH:13]=[CH:12][C:11]([C:14]2[CH:19]=[CH:18][CH:17]=[CH:16][C:15]=2[F:20])=[CH:10][C:9]=1[NH:21][C:28](=[O:27])[CH2:29][C:30]([C:32]1[CH:37]=[CH:36][CH:35]=[C:34]([N:38]2[CH:42]=[CH:41][N:40]=[C:39]2[CH3:43])[CH:33]=1)=[O:31])([CH3:4])([CH3:2])[CH3:3]. Procedure details: Prepared from (3-amino-2′-fluoro-biphenyl-4-yl)-carbamic acid tert.-butyl ester (Example G37) (362 mg, 1.2 mmol) and 3-[3-(2-methyl-imidazol-1-yl)-phenyl]-3-oxo-propionic acid tert.-butyl ester (Example H8) (300 mg, 1.0 mmol) according to the general procedure K. Obtained as a yellow amorphous substance (312 mg). The reactants are [Cl-] (chloride), C1(=CC=CC=C1)SC1(CC1)C(=O)C=CC1=CC=C(C=C1)Cl (4-chlorophenyl-ethenyl 1-phenylmercapto-cyclopropyl ketone), [H][H] (hydrogen). The solvent is C1(=CC=CC=C1)C (toluene). Reaction conditions: temperature 50 celsius. The product is C1(=CC=CC=C1)SC1(CC1)C(=O)CCC1=CC=C(C=C1)Cl (4-chlorophenylethyl 1-phenylmercaptocyclopropyl ketone). Isolated yield 89.6%. As a reaction SMILES: [Cl-].[C:2]1([S:8][C:9]2([C:12]([CH:14]=[CH:15][C:16]3[CH:21]=[CH:20][C:19]([Cl:22])=[CH:18][CH:17]=3)=[O:13])[CH2:11][CH2:10]2)[CH:7]=[CH:6][CH:5]=[CH:4][CH:3]=1.[H][H]>C1(C)C=CC=CC=1>[C:2]1([S:8][C:9]2([C:12]([CH2:14][CH2:15][C:16]3[CH:21]=[CH:20][C:19]([Cl:22])=[CH:18][CH:17]=3)=[O:13])[CH2:10][CH2:11]2)[CH:3]=[CH:4][CH:5]=[CH:6][CH:7]=1. Reported procedure: 460 mg (0.5 mmol) of tris-triphenylphosphinerhodium chloride (=1 mol-%, with respect to the reaction component) are added to a 100 ml autoclave. After purging with nitrogen, an air-free solution of 15.7 g (0.05 mol) of 4-chlorophenyl-ethenyl 1-phenylmercapto-cyclopropyl ketone in 40 ml of toluene is added and the mixture is heated to 50° C. under a hydrogen pressure of 30 bar. The hydrogen pressure is held between 40 and 50 bar until gas uptake has ended. The mixture is then reacted for a furthe... Reactants: CC(=O)O, CC(C)C=O, ClCCl, O=C(O)C(F)(F)F, NS(=O)(=O)c1ccc(Nc2ncc3cccc(OC4CCNCC4)c3n2)cc1. Product: CC(C)CN1CCC(Oc2cccc3cnc(Nc4ccc(S(N)(=O)=O)cc4)nc23)CC1. Reaction SMILES: [CH3:41][C:42](=[O:43])[OH:44].[CH:36]([CH:37]([CH3:38])[CH3:39])=[O:40].[Cl:45][CH2:46][Cl:47].[F:1][C:2]([F:3])([F:4])[C:5]([OH:6])=[O:7].[NH:8]1[CH2:9][CH2:10][CH:11]([O:14][c:15]2[cH:16][cH:17][cH:18][c:19]3[cH:20][n:21][c:22]([NH:25][c:26]4[cH:27][cH:28][c:29]([S:32](=[O:33])(=[O:34])[NH2:35])[cH:30][cH:31]4)[n:23][c:24]23)[CH2:12][CH2:13]1>>[N:8]1([CH2:36][CH:37]([CH3:38])[CH3:39])[CH2:9][CH2:10][CH:11]([O:14][c:15]2[cH:16][cH:17][cH:18][c:19]3[cH:20][n:21][c:22]([NH:25][c:26]4[cH:27][cH:28][c:29]([S:32](=[O:33])(=[O:34])[NH2:35])[cH:30][cH:31]4)[n:23][c:24]23)[CH2:12][CH2:13]1.